From a dataset of the Open Reaction Database (ORD), a public repository of structured organic reaction records. describe an organic reaction: reactants, conditions, products, and yield Starting materials: ice, O1C2=C(CC1)C=CC=C2C(=O)O (2,3-dihydrobenzo[b]furan-7-carboxylic acid), O (water), BrBr (bromine). The reagents and catalysts are [Fe] (iron). The solvent is C(C)(=O)O (acetic acid), C(C)(=O)O (acetic acid). Reaction conditions: time 18 hour. The product is BrC1=CC2=C(OCC2)C(=C1)C(=O)O (5-bromo-2,3-dihydrobenzo[b]furan-7-carboxylic acid). Yield: 49.4%. Reaction SMILES: [O:1]1[CH2:5][CH2:4][C:3]2[CH:6]=[CH:7][CH:8]=[C:9]([C:10]([OH:12])=[O:11])[C:2]1=2.[Br:13]Br.O>C(O)(=O)C.[Fe]>[Br:13][C:7]1[CH:8]=[C:9]([C:10]([OH:12])=[O:11])[C:2]2[O:1][CH2:5][CH2:4][C:3]=2[CH:6]=1. Reported procedure: To an ice-cooled acetic acid solution (5 ml) of 2,3-dihydrobenzo[b]furan-7-carboxylic acid (15a) (0.33 g, 2.0 mmol) there was added iron (8 mg, 0.14 mmol) and bromine (0.32 g, 2.0 mmol) in 1 ml of acetic acid. The mixture was stirred at room temperature for 18 hours and then poured into water (20 ml). After cooling in the freezer for 11/2 hours the product was collected on a filter, and recrystallized from ethyl acetate to give 0.24 g (50.3%) of 15b as a white crystalline solid, mp 228°-229° C. Solvent: C(Cl)Cl (methylene chloride). Procedure details: 4-Cyanomethyl-piperidine-1,4-dicarboxylic acid 1-tert-butyl ester 4-ethyl ester (36 g) was dissolved in methylene chloride (600 ml), cooled to 0° C. then trifluoroacetic acid (207.8 g, 134.9 ml) was added under an argon atmosphere and the mixture was stirred over night allowing the temperature of the reaction mixture to rise to RT. The reaction mixture was then concentrated in vacuo, the residue taken up in methylene chloride and washed several times with 1M aqueous NaOH (to pH 12). The layers w... Run at temperature 0 celsius. The reactants are C(C)OC(=O)C1(CCN(CC1)C(=O)OC(C)(C)C)CC#N (4-Cyanomethyl-piperidine-1,4-dicarboxylic acid 1-tert-butyl ester 4-ethyl ester), FC(C(=O)O)(F)F (trifluoroacetic acid). Product: C(C)OC(=O)C1(CCNCC1)CC#N (4-cyanomethyl-piperidine-4-carboxylic acid ethyl ester), oil. As a reaction SMILES: [CH2:1]([O:3][C:4]([C:6]1([CH2:19][C:20]#[N:21])[CH2:11][CH2:10][N:9](C(OC(C)(C)C)=O)[CH2:8][CH2:7]1)=[O:5])[CH3:2].FC(F)(F)C(O)=O>C(Cl)Cl>[CH2:1]([O:3][C:4]([C:6]1([CH2:19][C:20]#[N:21])[CH2:7][CH2:8][NH:9][CH2:10][CH2:11]1)=[O:5])[CH3:2]. Starting materials: C(C1=CC=CC=C1)N(C1=C(C(=CC=C1)NS(=O)(=O)C)C)CC1=CC=C(OC2=CC=C(C=C2)CCCC(=O)O)C=C1 (4-(4-{4-[(benzyl{2-methyl-3-[(methylsulfonyl)amino]phenyl}amino)methyl]phenoxy}phenyl)butanoic acid), Cl.COC([C@H]1NCCC1)=O (L-Proline methyl ester hydrochloride), 224B. Yields the product C(C1=CC=CC=C1)N(C1=C(C(=CC=C1)NS(=O)(=O)C)C)CC1=CC=C(OC2=CC=C(C=C2)CCCC(=O)N2[C@H](C(=O)O)CCC2)C=C1 (1-[4-(4-{4-[(benzyl{2-methyl-3-[(methylsulfonyl)amino]phenyl}amino)methyl]phenoxy}phenyl)butanoyl]-L-proline). RXN SMILES: [CH2:1]([N:8]([CH2:21][C:22]1[CH:40]=[CH:39][C:25]([O:26][C:27]2[CH:32]=[CH:31][C:30]([CH2:33][CH2:34][CH2:35][C:36](O)=[O:37])=[CH:29][CH:28]=2)=[CH:24][CH:23]=1)[C:9]1[CH:14]=[CH:13][CH:12]=[C:11]([NH:15][S:16]([CH3:19])(=[O:18])=[O:17])[C:10]=1[CH3:20])[C:2]1[CH:7]=[CH:6][CH:5]=[CH:4][CH:3]=1.Cl.C[O:43][C:44](=[O:50])[C@@H:45]1[CH2:49][CH2:48][CH2:47][NH:46]1>>[CH2:1]([N:8]([CH2:21][C:22]1[CH:23]=[CH:24][C:25]([O:26][C:27]2[CH:28]=[CH:29][C:30]([CH2:33][CH2:34][CH2:35][C:36]([N:46]3[CH2:47][CH2:48][CH2:49][C@H:45]3[C:44]([OH:43])=[O:50])=[O:37])=[CH:31][CH:32]=2)=[CH:39][CH:40]=1)[C:9]1[CH:14]=[CH:13][CH:12]=[C:11]([NH:15][S:16]([CH3:19])(=[O:17])=[O:18])[C:10]=1[CH3:20])[C:2]1[CH:3]=[CH:4][CH:5]=[CH:6][CH:7]=1 |f:1.2|. Procedure: The product from Example 100 (56 mg, 0.1 mmole) and L-Proline methyl ester hydrochloride (33 mg, 0.2 mmole) were processed as in Examples 213A and 224B to provide the title compound. 1H NMR (500 MHz, DMSO-d6) δ11.66-13.14 (br.s, 1 H), 8.95 (s, 1 H), 7.26 (m, 6 H), 7.18 (m, 3 H), 7.04 (m, 1 H), 6.96 (m, 2 H), 6.88 (m, 4 H), 4.22 (dd, 1 H), 4.03 (d, 4 H), 3.46 (m, 2 H), 2.91 (s, 3 H), 2.58 (t, 2 H), 2.39 (s, 3 H), 2.27 (t, 2 H), 1.97-2.24 (m, 2 H), 1.70-1.95 (m, 4 H); MS (APCI+) m/z 656 (M+H)+. Reactants: ClCCCl, CS(C)=O, CCCCC(NC(=O)c1cccnc1-n1cc(-c2ccccc2)cn1)C(O)C(N)=O, O, O=C(O)C(Cl)Cl. The product is CCCCC(NC(=O)c1cccnc1-n1cc(-c2ccccc2)cn1)C(=O)C(N)=O. RXN SMILES: [CH2:1]([Cl:2])[CH2:3][Cl:4].[CH3:42][S:43](=[O:44])[CH3:45].[NH2:11][C:12]([CH:13]([OH:14])[CH:15]([CH2:16][CH2:17][CH2:18][CH3:19])[NH:20][C:21](=[O:22])[c:23]1[c:24](-[n:29]2[n:30][cH:31][c:32](-[c:34]3[cH:35][cH:36][cH:37][cH:38][cH:39]3)[cH:33]2)[n:25][cH:26][cH:27][cH:28]1)=[O:40].[OH2:41].[OH:5][C:6]([CH:7]([Cl:8])[Cl:9])=[O:10]>>[NH2:11][C:12]([C:13](=[O:14])[CH:15]([CH2:16][CH2:17][CH2:18][CH3:19])[NH:20][C:21](=[O:22])[c:23]1[c:24](-[n:29]2[n:30][cH:31][c:32](-[c:34]3[cH:35][cH:36][cH:37][cH:38][cH:39]3)[cH:33]2)[n:25][cH:26][cH:27][cH:28]1)=[O:40]. The reactants are O1C2=C(NC(C1)=O)N=CC=C2 (2,3-Dihydro-4H-pyrido[3,2-b][1,4]oxazin-3-one), [H-].[Na+] (sodium hydride), [Cl-].[NH4+] (ammonium chloride), CI (Methyl iodide). Solvent: CN(C)C=O (DMF). Conditions: time 30 minute. Yields the product CN1C2=C(OCC1=O)C=CC=N2 (4-methyl-2,3-dihydro-4H-pyrido[3,2-b][1,4]-oxazin-3-one). As a reaction SMILES: [O:1]1[CH2:6][C:5](=[O:7])[NH:4][C:3]2[N:8]=[CH:9][CH:10]=[CH:11][C:2]1=2.[H-].[Na+].[CH3:14]I.[Cl-].[NH4+]>CN(C=O)C>[CH3:14][N:4]1[C:5](=[O:7])[CH2:6][O:1][C:2]2[CH:11]=[CH:10][CH:9]=[N:8][C:3]1=2 |f:1.2,4.5|. Reported procedure: 2,3-Dihydro-4H-pyrido[3,2-b][1,4]oxazin-3-one (U.S. Pat. No. 3,854,926; 1.5 g) was added portionwise to a stirred suspension of sodium hydride (60% w/w dispersion in mineral oil; 0.4 g) in DMF (30 ml) which had been cooled in an ice-bath. The mixture was allowed to warm to ambient temperature and was stirred for 30 minutes. Methyl iodide (0.65 ml) was added and the mixture was stirred at ambient temperature for 16 hours. The mixture was poured into a saturated aqueous ammonium chloride solution ... Starting materials: COC(=O)Cc1cn(-c2ccccc2)nc1OCc1ccc(OCc2nc(-c3ccccc3)oc2C)c(OC)c1, CCO, Cl, [Na+], C1CCOC1, [OH-]. Product: COc1cc(COc2nn(-c3ccccc3)cc2CC(=O)O)ccc1OCc1nc(-c2ccccc2)oc1C. RXN SMILES: [CH3:1][O:2][c:3]1[cH:4][c:5]([CH2:6][O:7][c:8]2[n:9][n:10](-[c:18]3[cH:19][cH:20][cH:21][cH:22][cH:23]3)[cH:11][c:12]2[CH2:13][C:14](=[O:15])[O:16][CH3:17])[cH:24][cH:25][c:26]1[O:27][CH2:28][c:29]1[n:30][c:31](-[c:35]2[cH:36][cH:37][cH:38][cH:39][cH:40]2)[o:32][c:33]1[CH3:34].[CH3:49][CH2:50][OH:51].[ClH:48].[Na+:42].[O:43]1[CH2:44][CH2:45][CH2:46][CH2:47]1.[OH-:41]>>[CH3:1][O:2][c:3]1[cH:4][c:5]([CH2:6][O:7][c:8]2[n:9][n:10](-[c:18]3[cH:19][cH:20][cH:21][cH:22][cH:23]3)[cH:11][c:12]2[CH2:13][C:14](=[O:15])[OH:16])[cH:24][cH:25][c:26]1[O:27][CH2:28][c:29]1[n:30][c:31](-[c:35]2[cH:36][cH:37][cH:38][cH:39][cH:40]2)[o:32][c:33]1[CH3:34].